From a dataset of the Open Reaction Database (ORD), a public repository of structured organic reaction records. describe an organic reaction: reactants, conditions, products, and yield Reactants: [BH4-].[Na+] (Sodium borohydride), C(C)(=O)C1=CC(=C(NS(=O)(=O)C)C=C1)OC1=C(C=C(C=C1)F)F (4'-acetyl-2'-(2,4-difluorophenoxy)methanesulfonanilide), C(C)(=O)O (acetic acid). The solvent is CO (methanol). Reaction conditions: time 30 minute. Product: FC1=C(OC2=C(NS(=O)(=O)C)C=CC(=C2)C(C)O)C=CC(=C1)F (2'-(2,4-difluorophenoxy)-4'-(1-hydroxyethyl)methanesulfonanilide). The yield is 72.0%. RXN SMILES: [BH4-].[Na+].[C:3]([C:6]1[CH:16]=[CH:15][C:9]([NH:10][S:11]([CH3:14])(=[O:13])=[O:12])=[C:8]([O:17][C:18]2[CH:23]=[CH:22][C:21]([F:24])=[CH:20][C:19]=2[F:25])[CH:7]=1)(=[O:5])[CH3:4].C(O)(=O)C>CO>[F:25][C:19]1[CH:20]=[C:21]([F:24])[CH:22]=[CH:23][C:18]=1[O:17][C:8]1[CH:7]=[C:6]([CH:3]([OH:5])[CH3:4])[CH:16]=[CH:15][C:9]=1[NH:10][S:11]([CH3:14])(=[O:12])=[O:13] |f:0.1|. Procedure: Sodium borohydride (0.18 g) was added portionwise to a solution of 4'-acetyl-2'-(2,4-difluorophenoxy)methanesulfonanilide (1.34 g) in methanol (25 ml) at room temperature. The mixture was stirred for 30 minutes, treated with acetic acid (1 ml), and concentrated under reduced pressure. The residue was dissolved in ethyl acetate, washed with an aqueous solution of sodium bicarbonate, and dried over magnesium sulfate. The ethyl acetate layer was evaporated to dryness and the residue was recrystalli...